From a dataset of the Open Reaction Database (ORD), a public repository of structured organic reaction records. describe an organic reaction: reactants, conditions, products, and yield Starting materials: CC(C)(C)OC(=O)/N=N/C(=O)OC(C)(C)C (di-tert-butylazodicarboxylate), C(C)(C)O (Isopropanol), C(C(C)(C)C)(=O)OCN1C=NC2=CC(=CC(=C2C1=O)O)OCC1=CC=CC=C1 ([7-(benzyloxy)-5-hydroxy-4-oxoquinazolin-3(4H)-yl]methyl pivalate), C1(=CC=CC=C1)P(C1=CC=CC=C1)C1=CC=CC=C1 (triphenylphosphine). Run in ClCCl (dichloromethane), ClCCl (dichloromethane). Reaction conditions: temperature 0 celsius, time 2 hour. The product is C(C(C)(C)C)(=O)OCN1C=NC2=CC(=CC(=C2C1=O)OC(C)C)OCC1=CC=CC=C1 ([7-(benzyloxy)-5-isopropoxy-4-oxoquinazolin-3(4H)-yl]methyl pivalate). Reaction SMILES: [CH:1](O)([CH3:3])[CH3:2].[C:5]([O:11][CH2:12][N:13]1[C:22](=[O:23])[C:21]2[C:16](=[CH:17][C:18]([O:25][CH2:26][C:27]3[CH:32]=[CH:31][CH:30]=[CH:29][CH:28]=3)=[CH:19][C:20]=2[OH:24])[N:15]=[CH:14]1)(=[O:10])[C:6]([CH3:9])([CH3:8])[CH3:7].C1(P(C2C=CC=CC=2)C2C=CC=CC=2)C=CC=CC=1.CC(OC(/N=N/C(OC(C)(C)C)=O)=O)(C)C>ClCCl>[C:5]([O:11][CH2:12][N:13]1[C:22](=[O:23])[C:21]2[C:16](=[CH:17][C:18]([O:25][CH2:26][C:27]3[CH:32]=[CH:31][CH:30]=[CH:29][CH:28]=3)=[CH:19][C:20]=2[O:24][CH:1]([CH3:3])[CH3:2])[N:15]=[CH:14]1)(=[O:10])[C:6]([CH3:9])([CH3:8])[CH3:7]. Reported procedure: Isopropanol (1.5 ml, 18.7 mmol) was added to a solution of [7-(benzyloxy)-5-hydroxy-4-oxoquinazolin-3(4H)-yl]methyl pivalate (see WO01/094341, 6.5 g, 17.0 mmol) and triphenylphosphine (6.2 g, 23.8 mmol) in dichloromethane (300 ml). The reaction mixture was cooled to 0° C. and then a solution of di-tert-butylazodicarboxylate (4.7 g, 20.4 mmol) in dichloromethane (25 ml) was added dropwise over 30 minutes. The mixture was allowed to warm to room temperature and then stirred for 2 hours. The mixtur...